The task is: describe an organic reaction: reactants, conditions, products, and yield. This data is from the Open Reaction Database (ORD), a public repository of structured organic reaction records. Starting materials: [Si](C)(C)(C(C)(C)C)OC1=CC=C(CC(C(C(=O)OCC2=CC=CC=C2)(O)[C@@H]2CC[C@@H](CC2)O[Si](C)(C)C(C)(C)C)C(=O)OCC2=CC=CC=C2)C=C1 (dibenzyl 3-(4-((tert-butyldimethylsilyl)oxy)benzyl)-2-(cis-4-((tert-butyldimethylsilyl)oxy)-cyclohexyl)-2-hydroxysuccinate), [H][H] (hydrogen). Reagents/catalysts: [Pd].[C] (Pd carbon). Run at time 24 hour. Product: [Si](C)(C)(C(C)(C)C)OC1=CC=C(CC(C(C(=O)O)(O)[C@@H]2CC[C@@H](CC2)O[Si](C)(C)C(C)(C)C)C(=O)O)C=C1 (3-(4-((tert-Butyldimethylsilyl)oxy)benzyl)-2-(cis-4-((tert-butyldimethylsilyl)oxy)cyclohexyl)-2-hydroxysuccinic acid). Yield: 99.2%. Reaction SMILES: [Si:1]([O:8][C:9]1[CH:52]=[CH:51][C:12]([CH2:13][CH:14]([C:41]([O:43]CC2C=CC=CC=2)=[O:42])[C:15]([C@H:27]2[CH2:32][CH2:31][C@@H:30]([O:33][Si:34]([C:37]([CH3:40])([CH3:39])[CH3:38])([CH3:36])[CH3:35])[CH2:29][CH2:28]2)([OH:26])[C:16]([O:18]CC2C=CC=CC=2)=[O:17])=[CH:11][CH:10]=1)([C:4]([CH3:7])([CH3:6])[CH3:5])([CH3:3])[CH3:2].[H][H]>[Pd].[C]>[Si:1]([O:8][C:9]1[CH:10]=[CH:11][C:12]([CH2:13][CH:14]([C:41]([OH:43])=[O:42])[C:15]([C@H:27]2[CH2:28][CH2:29][C@@H:30]([O:33][Si:34]([C:37]([CH3:38])([CH3:39])[CH3:40])([CH3:36])[CH3:35])[CH2:31][CH2:32]2)([OH:26])[C:16]([OH:18])=[O:17])=[CH:51][CH:52]=1)([C:4]([CH3:5])([CH3:6])[CH3:7])([CH3:3])[CH3:2] |f:2.3|. Reported procedure: To a solution of dibenzyl 3-(4-((tert-butyldimethylsilyl)oxy)benzyl)-2-(cis-4-((tert-butyldimethylsilyl)oxy)-cyclohexyl)-2-hydroxysuccinate (120 mg, 0.16 mmol) was added 10% Pd-carbon (25 mg) under a nitrogen gas stream. The atmosphere in the reaction vessel was replaced five times with nitrogen gas, the reaction vessel was filled with hydrogen gas, and the system was stirred under a hydrogen gas stream for 24 hr. The mixture was filtered through Celite pad, and the catalyst was washed with etha...